This data is from the Open Reaction Database (ORD), a public repository of structured organic reaction records. The task is: describe an organic reaction: reactants, conditions, products, and yield Reactants: CN(C)C=O (DMF), S(=O)(Cl)Cl (thionyl chloride), C(CCC)OCCOC1=CC=C(C=C1)C=1C=CC2=C(C=C(CCN2CC(C)C)C(=O)O)C1 (7-[4-(2-butoxyethoxy)phenyl]-1-isobutyl-2,3-dihydro-1-benzazepine-4-carboxylic acid). Run in C1CCOC1 (THF). Conditions: time 1 hour. The product is N1CCC(=CC2=C1C=CC=C2)C(=O)N (2,3-dihydro-1-benzazepine-4-carboxamide). RXN SMILES: C(OCCOC1C=CC([C:15]2[CH:16]=[CH:17][C:18]3[N:24](CC(C)C)[CH2:23][CH2:22][C:21]([C:29](O)=[O:30])=[CH:20][C:19]=3[CH:32]=2)=CC=1)CCC.C[N:34](C=O)C.S(Cl)(Cl)=O>C1COCC1>[NH:24]1[C:18]2[CH:17]=[CH:16][CH:15]=[CH:32][C:19]=2[CH:20]=[C:21]([C:29]([NH2:34])=[O:30])[CH2:22][CH2:23]1. Procedure details: 7-[4-(2-butoxyethoxy)phenyl]-1-isobutyl-2,3-dihydro-1-benzazepine-4-carboxylic acid (0.80 g) was dissolved in THF (8.0 ml), DMF (3 droplets) was added to the mixture, thionyl chloride (0.20 ml) was added to the mixture, and the mixture was stirred for 1 hour at room temperature. The solvent was removed under reduced pressure, and a solution of the obtained residue in THF (16 ml) was added dropwise to a solution of N-methyl-N-[(1-propylimidazol-2-yl)methyl]-1,4-benzodiamine (0.38 g) and triethyla... Reaction SMILES: [C:33](=[O:34])([O-:35])[O-:36].[CH3:39][CH2:40][O:41][C:42](=[O:43])[CH3:44].[CH:1]1([NH:4][C:5]([c:6]2[cH:7][c:8](-[n:13]3[cH:14][n:15][c:16]4[cH:17][cH:18][c:19]([O:24][CH:25]5[CH2:26][CH2:27][NH:28][CH2:29]5)[cH:20][c:21]4[c:22]3=[O:23])[c:9]([CH3:12])[cH:10][cH:11]2)=[O:30])[CH2:2][CH2:3]1.[I:31][CH3:32].[K+:37].[K+:38]>>[CH:1]1([NH:4][C:5]([c:6]2[cH:7][c:8](-[n:13]3[cH:14][n:15][c:16]4[cH:17][cH:18][c:19]([O:24][CH:25]5[CH2:26][CH2:27][N:28]([CH3:33])[CH2:29]5)[cH:20][c:21]4[c:22]3=[O:23])[c:9]([CH3:12])[cH:10][cH:11]2)=[O:30])[CH2:2][CH2:3]1. Reactants: O=C([O-])[O-], CCOC(C)=O, Cc1ccc(C(=O)NC2CC2)cc1-n1cnc2ccc(OC3CCNC3)cc2c1=O, CI, [K+], [K+]. The product is Cc1ccc(C(=O)NC2CC2)cc1-n1cnc2ccc(OC3CCN(C)C3)cc2c1=O.